From a dataset of the Open Reaction Database (ORD), a public repository of structured organic reaction records. describe an organic reaction: reactants, conditions, products, and yield Starting materials: COc1c(C)cc(C)cc1S(=O)(=O)Nc1c(C)cc(C)c(N2CCCCC2)c1C, CN(C)CCCl, Cl, [H-], [Na+], CN(C)C=O. Product: COc1c(C)cc(C)cc1S(=O)(=O)N(CCN(C)C)c1c(C)cc(C)c(N2CCCCC2)c1C. RXN SMILES: [CH3:1][O:2][c:3]1[c:4]([S:11](=[O:12])(=[O:13])[NH:14][c:15]2[c:16]([CH3:29])[c:17]([N:23]3[CH2:24][CH2:25][CH2:26][CH2:27][CH2:28]3)[c:18]([CH3:22])[cH:19][c:20]2[CH3:21])[cH:5][c:6]([CH3:10])[cH:7][c:8]1[CH3:9].[CH3:33][N:34]([CH2:35][CH2:36][Cl:37])[CH3:38].[ClH:32].[H-:31].[Na+:30].[O:39]=[CH:40][N:41]([CH3:42])[CH3:43]>>[CH3:1][O:2][c:3]1[c:4]([S:11](=[O:12])(=[O:13])[N:14]([c:15]2[c:16]([CH3:29])[c:17]([N:23]3[CH2:24][CH2:25][CH2:26][CH2:27][CH2:28]3)[c:18]([CH3:22])[cH:19][c:20]2[CH3:21])[CH2:36][CH2:35][N:34]([CH3:33])[CH3:38])[cH:5][c:6]([CH3:10])[cH:7][c:8]1[CH3:9]. Starting materials: IC=1C=C(C(=CC1[N+](=O)[O-])I)OC (3,6-diiodo-4-nitroanisole), C1(=CC=CC=C1)[Mg]Cl (phenylmagnesium chloride), CC(C=O)(C)C (trimethylacetaldehyde). Solvent: C1CCOC1 (THF). Run at temperature 40 celsius, time 2 hour. Yields the product IC1=CC(=C(C=C1OC)C(C(C)(C)C)O)[N+](=O)[O-] (racemic (R/S)-1-(4-iodo-5-methoxy-2-nitrophenyl)-2,2-dimethyl-1-propanol). Yield: 71.9%. As a reaction SMILES: I[C:2]1[CH:3]=[C:4]([O:12][CH3:13])[C:5]([I:11])=[CH:6][C:7]=1[N+:8]([O-:10])=[O:9].C1([Mg]Cl)C=CC=CC=1.[CH3:22][C:23]([CH3:27])([CH3:26])[CH:24]=[O:25]>C1COCC1>[I:11][C:5]1[C:4]([O:12][CH3:13])=[CH:3][C:2]([CH:24]([OH:25])[C:23]([CH3:27])([CH3:26])[CH3:22])=[C:7]([N+:8]([O-:10])=[O:9])[CH:6]=1. Procedure: To a solution of crude 3,6-diiodo-4-nitroanisole (770 mg, 80% purity, 1.52 mmol) in anhydrous THF (10 mL) at minus 40° C. under a nitrogen atmosphere, phenylmagnesium chloride (2 M in THF, 0.46 mL, 0.92 mmol) was added dropwise at a rate such that the temperature would not exceed minus 35° C. Upon completion of the addition, the mixture was stirred at minus 40° C. for two hours, followed by addition of trimethylacetaldehyde (0.22 mL, 1.97 mmol). The mixture was stirred at minus 30° C. for two ho... The reactants are c1ccc(CN2CCC3(CCNC3)C2)cc1, CCOC(C)=O, CS(C)=O, COC(=O)c1ccc(Cl)nc1, [K+], [K+], O=C([O-])[O-]. The product is COC(=O)c1ccc(N2CCC3(CCN(Cc4ccccc4)C3)C2)nc1. As a reaction SMILES: [CH2:1]([c:2]1[cH:3][cH:4][cH:5][cH:6][cH:7]1)[N:8]1[CH2:9][C:10]2([CH2:11][CH2:12]1)[CH2:13][NH:14][CH2:15][CH2:16]2.[CH3:34][CH2:35][O:36][C:37]([CH3:38])=[O:39].[CH3:40][S:41]([CH3:42])=[O:43].[Cl:17][c:18]1[n:19][cH:20][c:21]([C:22](=[O:23])[O:24][CH3:25])[cH:26][cH:27]1.[K+:28].[K+:29].[O-:30][C:31]([O-:32])=[O:33]>>[CH2:1]([c:2]1[cH:3][cH:4][cH:5][cH:6][cH:7]1)[N:8]1[CH2:9][C:10]2([CH2:11][CH2:12]1)[CH2:13][N:14]([c:18]1[n:19][cH:20][c:21]([C:22](=[O:23])[O:24][CH3:25])[cH:26][cH:27]1)[CH2:15][CH2:16]2. The solvent is ClCCl (dichloromethane), ClCCl (dichloromethane), CN(C)C=O (DMF), O (water). Conditions: time 3 hour. Starting materials: N[C@@H](CO)CCCC ((R)-(−)-2-amino-1-hexanol), FC1=C(COC=2C=3N(C=CC2)C(=C(N3)C)C(=O)O)C(=CC=C1)F (8-[(2,6-Difluorobenzyl)oxy]-2-methylimidazo[1,2-a]pyridine-3-carboxylic acid), F[B-](F)(F)F.N1(N=NC2=C1C=CC=C2)O[C+](N(C)C)N(C)C ((benzotriazol-1-yloxy)bisdimethylaminomethylium fluoroborate), CN1CCOCC1 (4-methylmorpholine), Cl (hydrochloric acid). As a reaction SMILES: [F:1][C:2]1[CH:22]=[CH:21][CH:20]=[C:19]([F:23])[C:3]=1[CH2:4][O:5][C:6]1[C:7]2[N:8]([C:12]([C:16](O)=[O:17])=[C:13]([CH3:15])[N:14]=2)[CH:9]=[CH:10][CH:11]=1.F[B-](F)(F)F.N1(O[C+](N(C)C)N(C)C)C2C=CC=CC=2N=N1.CN1CCOCC1.[NH2:53][C@H:54]([CH2:57][CH2:58][CH2:59][CH3:60])[CH2:55][OH:56].Cl>ClCCl.CN(C=O)C.O>[F:23][C:19]1[CH:20]=[CH:21][CH:22]=[C:2]([F:1])[C:3]=1[CH2:4][O:5][C:6]1[C:7]2[N:8]([C:12]([C:16]([NH:53][C@H:54]([CH2:57][CH2:58][CH2:59][CH3:60])[CH2:55][OH:56])=[O:17])=[C:13]([CH3:15])[N:14]=2)[CH:9]=[CH:10][CH:11]=1 |f:1.2|. Reported procedure: 2 g of 8-[(2,6-difluorobenzyl)oxy]-2-methylimidazo[1,2-a]pyridine-3-carboxylic acid (Example 3A, 6.28 mmol, 1 equivalent), 2.2 g of (benzotriazol-1-yloxy)bisdimethylaminomethylium fluoroborate (TBTU; 6.9 mmol, 1.1 equivalents) and 3.45 ml of 4-methylmorpholine (31.4 mmol, 5 equivalents) were initially charged in 15 ml of dichloromethane and 10 ml of DMF. 810 mg of (R)-(−)-2-amino-1-hexanol (6.9 mmol, 1.1 equivalents) were added at RT, and the mixture was stirred for 3 h. The mixture was then dil... Yields the product FC1=C(COC=2C=3N(C=CC2)C(=C(N3)C)C(=O)N[C@@H](CO)CCCC)C(=CC=C1)F (8-[(2,6-Difluorobenzyl)oxy]-N-[(2R)-1-hydroxyhexan-2-yl]-2-methylimidazo[1,2-a]pyridine-3-carboxamide). The reactants are Br, CCOC(C)=O, COc1cc(Cl)cc2c1CCC2. The product is Oc1cc(Cl)cc2c1CCC2. Reaction SMILES: [BrH:13].[CH3:14][CH2:15][O:16][C:17](=[O:18])[CH3:19].[Cl:1][c:2]1[cH:3][c:4]([O:11][CH3:12])[c:5]2[c:9]([cH:10]1)[CH2:8][CH2:7][CH2:6]2>>[Cl:1][c:2]1[cH:3][c:4]([OH:11])[c:5]2[c:9]([cH:10]1)[CH2:8][CH2:7][CH2:6]2. Starting materials: COCCO, O=[N+]([O-])c1ccc(Cl)c(S(=O)(=O)[O-])c1, [Na+], [Na+], [OH-], O. Product: [Na+], COCCOc1ccc([N+](=O)[O-])cc1S(=O)(=O)[O-]. Reaction SMILES: [CH3:16][O:17][CH2:18][CH2:19][OH:20].[Cl:1][c:2]1[c:3]([S:11](=[O:12])(=[O:13])[O-:14])[cH:4][c:5]([N+:8](=[O:9])[O-:10])[cH:6][cH:7]1.[Na+:15].[Na+:22].[OH-:21].[OH2:23]>>[Na+:15].[c:2]1([O:20][CH2:19][CH2:18][O:17][CH3:16])[c:3]([S:11](=[O:12])(=[O:13])[O-:14])[cH:4][c:5]([N+:8](=[O:9])[O-:10])[cH:6][cH:7]1. Reactants: C(C)(=O)O (acetic acid), ClC=1C=C(C=CC1C1CCCCC1)CC#N (3-chloro-4-cyclohexyl-phenylacetonitrile), C(C)OC(C=C)=O (acrylic acid ethyl ester), [Na] (sodium). Solvent: O (water), C(C)O (ethanol). Run at time 8 hour. Product: C(C)OC(CCC(C#N)C1=CC(=C(C=C1)C1CCCCC1)Cl)=O (4-(3-chloro-4-cyclohexylphenyl)-4-cyano-butyric acid ethyl ester). As a reaction SMILES: [Na].[Cl:2][C:3]1[CH:4]=[C:5]([CH2:15][C:16]#[N:17])[CH:6]=[CH:7][C:8]=1[CH:9]1[CH2:14][CH2:13][CH2:12][CH2:11][CH2:10]1.[CH2:18]([O:20][C:21](=[O:24])[CH:22]=[CH2:23])[CH3:19].C(O)(=O)C>C(O)C.O>[CH2:18]([O:20][C:21](=[O:24])[CH2:22][CH2:23][CH:15]([C:5]1[CH:6]=[CH:7][C:8]([CH:9]2[CH2:14][CH2:13][CH2:12][CH2:11][CH2:10]2)=[C:3]([Cl:2])[CH:4]=1)[C:16]#[N:17])[CH3:19] |^1:0|. Procedure details: To a solution of 2.5 g of sodium in 50 ml of ethanol there is added dropwise a mixture of 23.4 g of 3-chloro-4-cyclohexyl-phenylacetonitrile and 10 g of acrylic acid ethyl ester. The solution is boiled overnight and then poured into a mixture of 10 ml of glacial acetic acid and 150 ml of water. The ethanol is evaporated and the residue distilled in a high vacuum to obtain 4-(3-chloro-4-cyclohexylphenyl)-4-cyano-butyric acid ethyl ester boiling at 200°-203°C under a pressure of 0.35 mm of Hg. The reactants are ClC1=CC(=C(C=C1)C(CC(=O)C1=CN(C(C=C1)=O)C)C1=CC=C(C=C1)S(=O)(=O)N)C (4-(1-(4-chloro-2-methylphenyl)-3-(1-methyl-6-oxo-1,6-dihydropyridin-3-yl)-3-oxopropyl)benzenesulfonamide), Cl.NO (hydroxylamine hydrochloride), C(O)([O-])=O.[Na+] (sodium hydrogencarbonate). Yields the product ClC1=CC(=C(C=C1)C(C\C(\C1=CN(C(C=C1)=O)C)=N/O)C1=CC=C(C=C1)S(=O)(=O)N)C ((E)-4-(1-(4-Chloro-2-methylphenyl)-3-(hydroxyimino)-3-(1-methyl-6-oxo-1,6-dihydropyridin-3-yl)propyl)benzenesulfonamide). As a reaction SMILES: [Cl:1][C:2]1[CH:7]=[CH:6][C:5]([CH:8]([C:20]2[CH:25]=[CH:24][C:23]([S:26]([NH2:29])(=[O:28])=[O:27])=[CH:22][CH:21]=2)[CH2:9][C:10]([C:12]2[CH:17]=[CH:16][C:15](=[O:18])[N:14]([CH3:19])[CH:13]=2)=O)=[C:4]([CH3:30])[CH:3]=1.Cl.[NH2:32][OH:33].C(=O)([O-])O.[Na+]>>[Cl:1][C:2]1[CH:7]=[CH:6][C:5]([CH:8]([C:20]2[CH:25]=[CH:24][C:23]([S:26]([NH2:29])(=[O:28])=[O:27])=[CH:22][CH:21]=2)[CH2:9]/[C:10](=[N:32]\[OH:33])/[C:12]2[CH:17]=[CH:16][C:15](=[O:18])[N:14]([CH3:19])[CH:13]=2)=[C:4]([CH3:30])[CH:3]=1 |f:1.2,3.4|. Procedure: In analogy to example 151, step 3, 4-(1-(4-chloro-2-methylphenyl)-3-(1-methyl-6-oxo-1,6-dihydropyridin-3-yl)-3-oxopropyl)benzenesulfonamide was reacted with hydroxylamine hydrochloride in the presence of sodium hydrogencarbonate to give the title compound as a colourless solid, MS (ESI+): m/z=460.2 [M+H]+.